From a dataset of the Open Reaction Database (ORD), a public repository of structured organic reaction records. describe an organic reaction: reactants, conditions, products, and yield Starting materials: CC1=NC2=CC=C(C=C2C=C1)C=O (2-methylquinoline-6-carbaldehyde), [BH4-].[Na+] (NaBH4). Run in C1CCOC1 (THF). Conditions: time 8 hour. Yields the product CC1=NC2=CC=C(C=C2C=C1)CO ((2-Methylquinolin-6-yl)methanol). The yield is 105.1%. Reaction SMILES: [CH3:1][C:2]1[CH:11]=[CH:10][C:9]2[C:4](=[CH:5][CH:6]=[C:7]([CH:12]=[O:13])[CH:8]=2)[N:3]=1.[BH4-].[Na+]>C1COCC1>[CH3:1][C:2]1[CH:11]=[CH:10][C:9]2[C:4](=[CH:5][CH:6]=[C:7]([CH2:12][OH:13])[CH:8]=2)[N:3]=1 |f:1.2|. Procedure: To a stirred solution of 2-methylquinoline-6-carbaldehyde (1.00 g, 5.8 mmol) in THF (60 mL) in a 100 mL round-bottomed flask equipped with a magnetic stirrer was added NaBH4 (0.221 g, 5.8 mmol) and the mixture was stirred overnight at RT then cooled in an ice bath before quenching by addition of a 1 N aq. HCl solution (10 mL). After stirring for 15 min at RT, the mixture was basified to pH=9 with a 2 N aq. NaOH solution. THF was then removed at 40° C. under vacuum and the solution was extracted ... The product is Cc1cc(COc2ccc(NC(=O)OC(C)(C)C)cc2)c2ccccc2n1. As a reaction SMILES: [C:14]([CH3:15])([CH3:16])([CH3:17])[O:18][C:19]([NH:20][c:21]1[cH:22][cH:23][c:24]([OH:27])[cH:25][cH:26]1)=[O:28].[C:29](=[O:30])([O-:31])[O-:32].[CH3:36][S:37]([CH3:38])=[O:39].[Cl:1][CH2:2][c:3]1[cH:4][c:5]([CH3:13])[n:6][c:7]2[cH:8][cH:9][cH:10][cH:11][c:12]12.[Cs+:33].[Cs+:34].[OH2:35]>>[CH2:2]([c:3]1[cH:4][c:5]([CH3:13])[n:6][c:7]2[cH:8][cH:9][cH:10][cH:11][c:12]12)[O:27][c:24]1[cH:23][cH:22][c:21]([NH:20][C:19]([O:18][C:14]([CH3:15])([CH3:16])[CH3:17])=[O:28])[cH:26][cH:25]1. Reactants: CC(C)(C)OC(=O)Nc1ccc(O)cc1, O=C([O-])[O-], CS(C)=O, Cc1cc(CCl)c2ccccc2n1, [Cs+], [Cs+], O. Starting materials: O1N=CC=C1C1=C(C=CC=C1)S(=O)(=O)Cl (2-(isoxazol-5-yl)benzenesulfonyl chloride), [OH-].[NH4+] (ammonium hydroxide). The solvent is O1CCCC1 (tetrahydrofuran). Conditions: time 4 hour. Product: O1N=CC=C1C1=C(C=CC=C1)S(=O)(=O)N (2-(Isoxazol-5-yl)benzenesulfonamide). As a reaction SMILES: [O:1]1[C:5]([C:6]2[CH:11]=[CH:10][CH:9]=[CH:8][C:7]=2[S:12](Cl)(=[O:14])=[O:13])=[CH:4][CH:3]=[N:2]1.[OH-].[NH4+:17]>O1CCCC1>[O:1]1[C:5]([C:6]2[CH:11]=[CH:10][CH:9]=[CH:8][C:7]=2[S:12]([NH2:17])(=[O:14])=[O:13])=[CH:4][CH:3]=[N:2]1 |f:1.2|. Reported procedure: A solution of 37 g of 2-(isoxazol-5-yl)benzenesulfonyl chloride, prepared in Example 4, in 200 ml of tetrahydrofuran, was cooled in an ice-water bath while about 40 ml of concentrated aqueous ammonium hydroxide was added slowly at 10° to 30° C. The resulting suspension was stirred at room temperature for 4 hours, then the solvent was evaporated under reduced pressure. The residue was stirred in 150 ml of water for 0.5 hour, the filtered. The crude, wet solid was dissolved in tetrahydrofuran and ... Starting materials: C(Cl)(Cl)Cl.CO (chloroform methanol), ( 66 ), O=P1(CCCC2=CC=CC=C12)C=C (1-Oxo-1-vinyl-1,2,3,4-tetrahydrophosphinoline), ClP1(CCCC2=CC=CC=C12)=O (1-chloro-1-oxo-1,2,3,4-tetrahydrophosphinoline), ( 50 ), ( 27 ), 190, ( 41 ), ( 100 ). The solvent is C(C)O (ethanol). The product is O=P1(CC=CC2=CC=CC=C12)C=C (1-Oxo-1-vinyl-1,2-dihydrophosphinoline). Reaction SMILES: C(Cl)(Cl)Cl.CO.[O:7]=[P:8]1([CH:18]=[CH2:19])[C:17]2[C:12](=[CH:13][CH:14]=[CH:15][CH:16]=2)[CH2:11][CH2:10][CH2:9]1.ClP1(=O)C2C(=CC=CC=2)CCC1>C(O)C>[O:7]=[P:8]1([CH:18]=[CH2:19])[C:17]2[C:12](=[CH:13][CH:14]=[CH:15][CH:16]=2)[CH:11]=[CH:10][CH2:9]1 |f:0.1|. Procedure: A solution of the crude 4-bromo-1-oxo-1-vinyl-1,2,3,4-tetrahydrophosphinoline (5.5g) in anhydrous dimethyl formamide (30 ml) was heated under nitrogen at 110° for 45 min, after which time an n.m.r. spectrum indicated that dehydrobromination was complete. The excess of dimethyl formamide was evaporated in vacuum, and the brown semi-solid residue was dissolved in chloroform. This solution was washed with water, dried, and evaporated. Distillation of the residue through a short Vigreux column gave ... Reactants: CC(C)CC(CC(=O)O)C(=O)O, CC(=O)Cl. Yields the product CC(C)CC1CC(=O)OC1=O. Reaction SMILES: [CH2:1]([CH:2]([CH3:3])[CH3:4])[CH:5]([C:6](=[O:7])[OH:8])[CH2:9][C:10](=[O:11])[OH:12].[CH3:13][C:14](=[O:15])[Cl:16]>>[CH2:1]([CH:2]([CH3:3])[CH3:4])[CH:5]1[C:6](=[O:8])[O:12][C:10](=[O:11])[CH2:9]1. The reactants are C(C)(C)(C)OC(NCCCN(S(=O)(=O)C)CC1=CC(=CC=C1)C1=NC(=NC=C1)Cl)=O ((3-{[3-(2-Chloro-pyrimidin-4-yl)-benzyl]-methanesulfonyl-amino}-propyl)-carbamic acid tert-butyl ester), NCCC1=CC(=C(C(=C1)Cl)O)Cl (4-(2-Amino-ethyl)-2,6-dichloro-phenol), 524. Product: NCCCN(S(=O)(=O)C)CC1=CC(=CC=C1)C1=NC(=NC=C1)NCCC1=CC(=C(C(=C1)Cl)O)Cl (N-(3-Amino-propyl)-N-(3-{2-[2-(3,5-dichloro-4-hydroxy-phenyl)-ethylamino]-pyrimidin-4-yl}-benzyl)-methanesulfonamide). As a reaction SMILES: C(OC(=O)[NH:7][CH2:8][CH2:9][CH2:10][N:11]([CH2:16][C:17]1[CH:22]=[CH:21][CH:20]=[C:19]([C:23]2[CH:28]=[CH:27][N:26]=[C:25](Cl)[N:24]=2)[CH:18]=1)[S:12]([CH3:15])(=[O:14])=[O:13])(C)(C)C.[NH2:31][CH2:32][CH2:33][C:34]1[CH:39]=[C:38]([Cl:40])[C:37]([OH:41])=[C:36]([Cl:42])[CH:35]=1>>[NH2:7][CH2:8][CH2:9][CH2:10][N:11]([CH2:16][C:17]1[CH:22]=[CH:21][CH:20]=[C:19]([C:23]2[CH:28]=[CH:27][N:26]=[C:25]([NH:31][CH2:32][CH2:33][C:34]3[CH:35]=[C:36]([Cl:42])[C:37]([OH:41])=[C:38]([Cl:40])[CH:39]=3)[N:24]=2)[CH:18]=1)[S:12]([CH3:15])(=[O:13])=[O:14]. Procedure details: Intermediate 4 was coupled to 4-(2-Amino-ethyl)-2,6-dichloro-phenol by procedure F and the resulting product was deprotected by procedure G. LC-MS showed the product had the expected M+H+ of 524. 1H NMR (Varian 300 MHz, CD3OD, shifts relative to the solvent peak at 3.30 ppm) δ 8.4 (m, 2H) 8.2 (d, 1H) 7.8 (d, 1H) 7.2 (s, 2H) 4.6 (s, 2H) 3.9 (m, 2H) 3.4 (m, 2H) 3.0 (s, 3H) 2.9 (m, 2H) 2.8 (m, 2H) 1.8 (m, 2H). The reactants are C(C)(C)(C)OC(N(C)CCONC(=O)C1=CC2=C(N=CN2C)C(=C1NC1=C(C=C(C=C1)Br)Cl)F)=O ((2-{[6-(4-bromo-2-chloro-phenylamino)-7-fluoro-3-methyl-3H-benzoimidazole-5-carbonyl]-aminooxy}-ethyl)-methyl-carbamic acid tert-butyl ester), FC(C(=O)O)(F)F (trifluoroacetic acid). The solvent is C(Cl)Cl (methylene chloride). Yields the product OC(=O)C(F)(F)F.CNCCONC(=O)C1=CC2=C(N=CN2C)C(=C1NC1=C(C=C(C=C1)Br)Cl)F (6-(4-Bromo-2-chloro-phenylamino)-7-fluoro-3-methyl-3H-benzoimidazole-5-carboxylic acid (2-methylamino-ethoxy)-amide TFA salt). Reaction SMILES: C(O[C:6](=O)[N:7]([CH2:9][CH2:10][O:11][NH:12][C:13]([C:15]1[C:24]([NH:25][C:26]2[CH:31]=[CH:30][C:29]([Br:32])=[CH:28][C:27]=2[Cl:33])=[C:23]([F:34])[C:18]2[N:19]=[CH:20][N:21]([CH3:22])[C:17]=2[CH:16]=1)=[O:14])C)(C)(C)C.[F:36][C:37]([F:42])([F:41])[C:38]([OH:40])=[O:39]>C(Cl)Cl>[OH:40][C:38]([C:37]([F:42])([F:41])[F:36])=[O:39].[CH3:6][NH:7][CH2:9][CH2:10][O:11][NH:12][C:13]([C:15]1[C:24]([NH:25][C:26]2[CH:31]=[CH:30][C:29]([Br:32])=[CH:28][C:27]=2[Cl:33])=[C:23]([F:34])[C:18]2[N:19]=[CH:20][N:21]([CH3:22])[C:17]=2[CH:16]=1)=[O:14] |f:3.4|. Reported procedure: Prepared from (2-{[6-(4-bromo-2-chloro-phenylamino)-7-fluoro-3-methyl-3H-benzoimidazole-5-carbonyl]-aminooxy}-ethyl)-methyl-carbamic acid tert-butyl ester 29ww by trifluoroacetic acid deprotection in methylene chloride. MS APCI (+) m/z 470, 472 (M+, Br pattern) detected; 1H NMR (400 MHz, CD3OD) δ 8.31 (s, 1H), 7.74 (s, 1H), 7.51 (d, 1H), 7.19 (dd, 1H), 6.39 (dd, 1H), 4.11 (m, 2H), 3.97 (s, 3H), 3.12 (m, 2H), 2.72 (s, 3H); 19F NMR (376 MHz, CD3OD) −77.41 (s, 3F), −134.79 (s, 1F). Starting materials: ice water, B(Br)(Br)Br (Boron tribromide), ClC1=C(C=CC(=C1)CC(=O)O)C1=C(C=C(C=C1F)OC)F (2-(2-chloro-2′,6′-difluoro-4′-methoxybiphenyl-4-yl)acetic acid), ClC1=C(C=CC(=C1)CC(=O)O)C1=C(C=C(C=C1F)OC)F (2-(2-chloro-2′,6′-difluoro-4′-methoxybiphenyl-4-yl)acetic acid), CO (methanol). Run in ClCCl (dichloromethane). Conditions: time 90 minute. The product is ClC1=C(C=CC(=C1)CC(=O)OC)C1=C(C=C(C=C1F)O)F (methyl 2-(2-chloro-2′,6′-difluoro-4′-hydroxybiphenyl-4-yl)acetate). The yield is 100.0%. Reaction SMILES: B(Br)(Br)Br.[Cl:5][C:6]1[CH:11]=[C:10]([CH2:12][C:13]([OH:15])=[O:14])[CH:9]=[CH:8][C:7]=1[C:16]1[C:21]([F:22])=[CH:20][C:19]([O:23]C)=[CH:18][C:17]=1[F:25].[CH3:26]O>ClCCl>[Cl:5][C:6]1[CH:11]=[C:10]([CH2:12][C:13]([O:15][CH3:26])=[O:14])[CH:9]=[CH:8][C:7]=1[C:16]1[C:21]([F:22])=[CH:20][C:19]([OH:23])=[CH:18][C:17]=1[F:25]. Reported procedure: Boron tribromide (1.494 mL, 15.80 mmol) was added dropwise to 2-(2-chloro-2′,6′-difluoro-4′-methoxybiphenyl-4-yl)acetic acid (Intermediate 2-5; 822 mg, 2.63 mmol) in dichloromethane (30 mL) at ambient temperature under nitrogen. The resulting solution was stirred at ambient temperature for 90 minutes. The reaction mixture was cautiously added to ice water cooled methanol (50 mL) and the mixture was stirred for a further 20 minutes. The reaction mixture was evaporated to dryness and redissolved i... Reactants: CS(=O)(=O)C1=NC(=C(C(=N1)C1=C(C=C(C=C1)Cl)Cl)C1=CC=C(C=C1)Cl)S(=O)(=O)C (2,6-Bis(methylsulfonyl)-4-[2,4-dichlorophenyl]-5-[4-chlorophenyl]-pyrimidine), C(CCC)[Li] (n-butyl lithium), C1(CCCCC1)O (cyclohexanol). The product is C1(CCCCC1)OC1=NC(=C(C(=N1)S(=O)(=O)C)C1=CC=C(C=C1)Cl)C1=C(C=C(C=C1)Cl)Cl (2-cyclohexyloxy-4-(methylsulfonyl)-5-(4-chlorophenyl)-6-(2,4-dichlorophenyl)pyrimidine). RXN SMILES: CS([C:5]1[N:10]=[C:9]([C:11]2[CH:16]=[CH:15][C:14]([Cl:17])=[CH:13][C:12]=2[Cl:18])[C:8]([C:19]2[CH:24]=[CH:23][C:22]([Cl:25])=[CH:21][CH:20]=2)=[C:7]([S:26]([CH3:29])(=[O:28])=[O:27])[N:6]=1)(=O)=O.C([Li])CCC.[CH:35]1([OH:41])[CH2:40][CH2:39][CH2:38][CH2:37][CH2:36]1>>[CH:35]1([O:41][C:5]2[N:6]=[C:7]([S:26]([CH3:29])(=[O:28])=[O:27])[C:8]([C:19]3[CH:20]=[CH:21][C:22]([Cl:25])=[CH:23][CH:24]=3)=[C:9]([C:11]3[CH:16]=[CH:15][C:14]([Cl:17])=[CH:13][C:12]=3[Cl:18])[N:10]=2)[CH2:40][CH2:39][CH2:38][CH2:37][CH2:36]1. Procedure: 2,4-Bis(methylsulfonyl)-5-[4-chlorophenyl]-6-[2,4-dichlorophenyl]pyrimidine (Reference Example 5) (196 mg, 0.4 mmol) was reacted with 1 equivalent each of n-butyl lithium and cyclohexanol by the procedure described in Reference Examples 6 and 7. Workup and flash column chromatography on silica gel (eluted with 90/10 hexanes/ethyl acetate) afforded 2-cyclohexyloxy-4-(methylsulfonyl)-5-(4-chlorophenyl)-6-(2,4-dichlorophenyl)pyrimidine (Higher Rf product): 1H-NMR 500 MHz (CDCl3): δ 1.30 (m, 5H), 1....